Task: describe an organic reaction: reactants, conditions, products, and yield. Dataset: the Open Reaction Database (ORD), a public repository of structured organic reaction records Procedure: To a solution of 2-amino-5-chloronicotinamide (0.15 g) in N,N-dimethylformamide (3 ml) was added 2-(bromomethyl)-4-fluorobenzonitrile (0.29 g), and the mixture was stirred at 100° C. for 14 hr. The reaction mixture was quenched with saturated aqueous sodium hydrogen carbonate solution and extracted with ethyl acetate. The extract was washed with saturated brine and dried over anhydrous magnesium sulfate. The solvent was evaporated under reduced pressure, and the obtained residue was purified by ... Reaction conditions: temperature 100 celsius, time 14 hour. Reactants: NC1=C(C(=O)N)C=C(C=N1)Cl (2-amino-5-chloronicotinamide), BrCC1=C(C#N)C=CC(=C1)F (2-(bromomethyl)-4-fluorobenzonitrile). Solvent: CN(C=O)C (N,N-dimethylformamide). As a reaction SMILES: [NH2:1][C:2]1[N:10]=[CH:9][C:8]([Cl:11])=[CH:7][C:3]=1[C:4]([NH2:6])=[O:5].Br[CH2:13][C:14]1[CH:21]=[C:20]([F:22])[CH:19]=[CH:18][C:15]=1[C:16]#[N:17]>CN(C)C=O>[ClH:11].[Cl:11][C:8]1[CH:7]=[C:3]([C:4]([NH2:6])=[O:5])[C:2](=[NH:1])[N:10]([CH2:13][C:14]2[CH:21]=[C:20]([F:22])[CH:19]=[CH:18][C:15]=2[C:16]#[N:17])[CH:9]=1 |f:3.4|. Isolated yield 22.8%. The product is Cl.ClC=1C=C(C(N(C1)CC1=C(C=CC(=C1)F)C#N)=N)C(=O)N (5-chloro-1-(2-cyano-5-fluorobenzyl)-2-imino-1,2-dihydropyridine-3-carboxamide hydrochloride). Reactants: N#CCC(=O)O, Cc1cc(N)ccc1[N+](=O)[O-], ClCCl, ClP(Cl)(Cl)(Cl)Cl. The product is Cc1cc(NC(=O)CC#N)ccc1[N+](=O)[O-]. RXN SMILES: [C:1](#[N:2])[CH2:3][C:4](=[O:5])[OH:6].[CH3:13][c:14]1[cH:15][c:16]([NH2:17])[cH:18][cH:19][c:20]1[N+:21](=[O:22])[O-:23].[Cl:24][CH2:25][Cl:26].[Cl:7][P:8]([Cl:9])([Cl:10])([Cl:11])[Cl:12]>>[C:1](#[N:2])[CH2:3][C:4](=[O:6])[NH:17][c:16]1[cH:15][c:14]([CH3:13])[c:20]([N+:21](=[O:22])[O-:23])[cH:19][cH:18]1.